From a dataset of the Open Reaction Database (ORD), a public repository of structured organic reaction records. describe an organic reaction: reactants, conditions, products, and yield RXN SMILES: [C:1]([C:5]1[CH:29]=[CH:28][C:8]([CH2:9][NH:10][C:11]2[CH:26]=[CH:25][C:24]([Cl:27])=[CH:23][C:12]=2[C:13]([NH:15][C:16]2[CH:21]=[CH:20][C:19]([Cl:22])=[CH:18][N:17]=2)=[O:14])=[C:7]([O:30][CH:31]2[CH2:36][CH2:35][N:34](C(OC(C)(C)C)=O)[CH2:33][CH2:32]2)[CH:6]=1)([CH3:4])([CH3:3])[CH3:2].[OH-].[Na+]>FC(F)(F)C(O)=O>[C:1]([C:5]1[CH:29]=[CH:28][C:8]([CH2:9][NH:10][C:11]2[CH:26]=[CH:25][C:24]([Cl:27])=[CH:23][C:12]=2[C:13]([NH:15][C:16]2[CH:21]=[CH:20][C:19]([Cl:22])=[CH:18][N:17]=2)=[O:14])=[C:7]([O:30][CH:31]2[CH2:36][CH2:35][NH:34][CH2:33][CH2:32]2)[CH:6]=1)([CH3:4])([CH3:2])[CH3:3] |f:1.2|. Procedure: A solution of the 2-[4-(tert-butyl)-2-(1-Boc-piperidin-4-yloxy)benzylamino]-5-chloro-N-(5-chloropyridin-2-yl)benzamide (0.2 g, 0.32 mmol) in trifluoroacetic acid (5 mL) was stirred at room temperature for 2 h. The mixture was poured into ice, then taken to basic pH with 5 N aqueous sodium hydroxide, and extracted with dichloromethane. The organic layer was separated, and the aqueous layer was thoroughly extracted with dichloromethane. The combined organic layers were dried with magnesium sulfate... Reactants: C(C)(C)(C)C1=CC(=C(CNC2=C(C(=O)NC3=NC=C(C=C3)Cl)C=C(C=C2)Cl)C=C1)OC1CCN(CC1)C(=O)OC(C)(C)C (2-[4-(tert-butyl)-2-(1-Boc-piperidin-4-yloxy)benzylamino]-5-chloro-N-(5-chloropyridin-2-yl)benzamide), [OH-].[Na+] (sodium hydroxide). The solvent is FC(C(=O)O)(F)F (trifluoroacetic acid). Yields the product C(C)(C)(C)C1=CC(=C(CNC2=C(C(=O)NC3=NC=C(C=C3)Cl)C=C(C=C2)Cl)C=C1)OC1CCNCC1 (2-[4-(tert-Butyl)-2-(piperidin-4-yloxy)benzylamino]-5-chloro-N-(5-chloropyridin-2-yl)benzamide).